Dataset: the Open Reaction Database (ORD), a public repository of structured organic reaction records. Task: describe an organic reaction: reactants, conditions, products, and yield Starting materials: C1(CC(C(CC1)C(C)C)OC(C(C(=O)OCC)N1C=CC=C1)=O)C (2-(pyrrol-1-yl)malonic acid ethyl (-)-menthyl ester), ClC(C(=O)Cl)(Cl)Cl (trichloroacetyl chloride). The solvent is C(Cl)(Cl)Cl (chloroform). Yields the product C1(CC(C(CC1)C(C)C)OC(C(C(=O)OCC)N1C(=CC=C1)C(C(Cl)(Cl)Cl)=O)=O)C (2-(2-trichloroacetylpyrrol-1-yl)malonic acid ethyl (-)-menthyl ester). Isolated yield 94.8%. RXN SMILES: [CH:1]1([CH3:24])[CH2:6][CH2:5][CH:4]([CH:7]([CH3:9])[CH3:8])[CH:3]([O:10][C:11](=[O:23])[CH:12]([N:18]2[CH:22]=[CH:21][CH:20]=[CH:19]2)[C:13]([O:15][CH2:16][CH3:17])=[O:14])[CH2:2]1.[Cl:25][C:26]([Cl:31])([Cl:30])[C:27](Cl)=[O:28]>C(Cl)(Cl)Cl>[CH:1]1([CH3:24])[CH2:6][CH2:5][CH:4]([CH:7]([CH3:8])[CH3:9])[CH:3]([O:10][C:11](=[O:23])[CH:12]([N:18]2[CH:19]=[CH:20][CH:21]=[C:22]2[C:27](=[O:28])[C:26]([Cl:31])([Cl:30])[Cl:25])[C:13]([O:15][CH2:16][CH3:17])=[O:14])[CH2:2]1. Procedure details: To a solution of 2-(pyrrol-1-yl)malonic acid ethyl (-)-menthyl ester (64.0 g) in chloroform (80 ml) was added trichloroacetyl chloride (69.0 g), and the resulting mixture was refluxed for 7 hours. The reaction mixture was concentrated under reduced pressure, and the residue was dissolved in ethyl acetate. The solution was washed with 5% aqueous sodium carbonate solution and then with saturated aqueous sodium chloride solution, dried over anhydrous sodium sulfate, and concentrated under reduced p... Reactants: [Al+3], CCOCC, N#CC1(c2cccc(Cl)c2)CC1CCOCc1ccccc1, [H-], [H-], [H-], [H-], [Li+], O. Yields the product NCC1(c2cccc(Cl)c2)CC1CCOCc1ccccc1. As a reaction SMILES: [Al+3:24].[CH3:30][CH2:31][O:32][CH2:33][CH3:34].[Cl:1][c:2]1[cH:3][c:4]([C:8]2([C:21]#[N:22])[CH:9]([CH2:11][CH2:12][O:13][CH2:14][c:15]3[cH:16][cH:17][cH:18][cH:19][cH:20]3)[CH2:10]2)[cH:5][cH:6][cH:7]1.[H-:23].[H-:26].[H-:27].[H-:28].[Li+:25].[OH2:29]>>[Cl:1][c:2]1[cH:3][c:4]([C:8]2([CH2:21][NH2:22])[CH:9]([CH2:11][CH2:12][O:13][CH2:14][c:15]3[cH:16][cH:17][cH:18][cH:19][cH:20]3)[CH2:10]2)[cH:5][cH:6][cH:7]1. The reactants are FC(CCCCCC=O)(C(F)(F)F)F (7,7,8,8,8-pentafluoro-octanal), N12CCCCCC2=NCCC1 (1,8-Diazabicyclo[5.4.0]undec-7-ene), C(C)OC(CP(=O)(OCC)OCC)=O ((diethoxy-phosphoryl)-acetic acid ethyl ester), [Cl-].[Li+] (lithium chloride). Solvent: C(C)#N (acetonitrile), C(C)#N (acetonitrile), C(C)(C)(C)OC (methyl tert-butyl ether). Run at temperature 0 celsius, time 10 minute. Yields the product C(C)OC(\C=C\CCCCCC(C(F)(F)F)(F)F)=O ((E)-9,9,10,10,10-pentafluoro-dec-2-enoic acid ethyl ester). As a reaction SMILES: N12CCCN=C1CCCCC2.[CH2:12]([O:14][C:15](=[O:25])[CH2:16]P(OCC)(OCC)=O)[CH3:13].[Cl-].[Li+].[F:28][C:29]([F:41])([C:37]([F:40])([F:39])[F:38])[CH2:30][CH2:31][CH2:32][CH2:33][CH2:34][CH:35]=O>C(#N)C.C(OC)(C)(C)C>[CH2:12]([O:14][C:15](=[O:25])/[CH:16]=[CH:35]/[CH2:34][CH2:33][CH2:32][CH2:31][CH2:30][C:29]([F:28])([F:41])[C:37]([F:38])([F:39])[F:40])[CH3:13] |f:2.3|. Procedure: 1,8-Diazabicyclo[5.4.0]undec-7-ene (1.08 mL, 7.26 mmol) was added to a solution of (diethoxy-phosphoryl)-acetic acid ethyl ester (1.57 mL, 7.87 mmol) and lithium chloride (359 mg, 8.47 mmol) in acetonitrile (60.5 mL) at 0° C., and the mixture was stirred at 0° C. for 10 minutes. A solution of 7,7,8,8,8-pentafluoro-octanal (1.32 g, 6.05 mmol) in acetonitrile (20.5 mL) was added dropwise to the reaction solution at 0° C., and the mixture was stirred for 10 minutes. Thereafter, the reaction mixture...